This data is from the Open Reaction Database (ORD), a public repository of structured organic reaction records. The task is: describe an organic reaction: reactants, conditions, products, and yield The reactants are C(C)(C)(C)OC(=O)N1CCC(CC1)N1N=CC(=C1)C=1C=NC(=C(C1)B1OC(C(O1)(C)C)(C)C)N (4-{4-[6-amino-5-(4,4,5,5-tetramethyl-[1,3,2]dioxaborolan-2-yl)-pyridin-3-yl]-pyrazol-1-yl}-piperidine-1-carboxylic acid tert-butyl ester), CC=1C=CC=C2C=C(N=CC12)OS(=O)(=O)C(F)(F)F (trifluoromethanesulfonic acid 8-methylisoquinolin-3-yl ester), O1CCOCC1 (1,4-dioxane), C(=O)([O-])[O-].[Cs+].[Cs+] (Cs2CO3), O (H2O). The reagents and catalysts are C1=CC=C(C=C1)P(C2=CC=CC=C2)C3=CC=CC=C3.[Pd] (PPh3 Pd). Run at temperature 105 celsius. Yields the product C(C)(C)(C)OC(=O)N1CCC(CC1)N1N=CC(=C1)C=1C=NC(=C(C1)C=1N=CC2=C(C=CC=C2C1)C)N (4-{4-[6-Amino-5-(8-methylisoquinolin-3-yl)-pyridin-3-yl]-pyrazol-1-yl}-piperidine-1-carboxylic acid tert-butyl ester). Reaction SMILES: [C:1]([O:5][C:6]([N:8]1[CH2:13][CH2:12][CH:11]([N:14]2[CH:18]=[C:17]([C:19]3[CH:20]=[N:21][C:22]([NH2:34])=[C:23](B4OC(C)(C)C(C)(C)O4)[CH:24]=3)[CH:16]=[N:15]2)[CH2:10][CH2:9]1)=[O:7])([CH3:4])([CH3:3])[CH3:2].[CH3:35][C:36]1[CH:37]=[CH:38][CH:39]=[C:40]2[C:45]=1[CH:44]=[N:43][C:42](OS(C(F)(F)F)(=O)=O)=[CH:41]2.O1CCOCC1.C([O-])([O-])=O.[Cs+].[Cs+].O>C1C=CC(P(C2C=CC=CC=2)C2C=CC=CC=2)=CC=1.[Pd]>[C:1]([O:5][C:6]([N:8]1[CH2:9][CH2:10][CH:11]([N:14]2[CH:18]=[C:17]([C:19]3[CH:20]=[N:21][C:22]([NH2:34])=[C:23]([C:42]4[N:43]=[CH:44][C:45]5[C:40]([CH:41]=4)=[CH:39][CH:38]=[CH:37][C:36]=5[CH3:35])[CH:24]=3)[CH:16]=[N:15]2)[CH2:12][CH2:13]1)=[O:7])([CH3:4])([CH3:2])[CH3:3] |f:3.4.5,7.8|. Reported procedure: To a solution of 4-{4-[6-amino-5-(4,4,5,5-tetramethyl-[1,3,2]dioxaborolan-2-yl)-pyridin-3-yl]-pyrazol-1-yl}-piperidine-1-carboxylic acid tert-butyl ester (BB3) (18.9 mg, 0.0403 mmol), trifluoromethanesulfonic acid 8-methylisoquinolin-3-yl ester (12.0 mg, 0.0412 mmol), and PS-PPh3-Pd (0.10 mmol/g loading; 26 mg, 0.0026 mmol; Argonaut) in 1,4-dioxane (0.70 mL, 9.0 mmol) in a sealable microwave tube was added a solution of Cs2CO3 (26.7 mg, 0.0819 mmol) in H2O (0.20 mL, 11 mmol). The tube was sealed... The reactants are CCO, NC1CC1, Nc1nc(O)cc(Cl)n1, O. Yields the product Nc1nc(O)cc(NC2CC2)n1. As a reaction SMILES: [CH3:15][CH2:16][OH:17].[CH:11]1([NH2:14])[CH2:12][CH2:13]1.[NH2:2][c:3]1[n:4][c:5]([OH:10])[cH:6][c:7]([Cl:9])[n:8]1.[OH2:1]>>[NH2:2][c:3]1[n:4][c:5]([OH:10])[cH:6][c:7]([NH:14][CH:11]2[CH2:12][CH2:13]2)[n:8]1. Reactants: N1CC1.C(C=CC1=CC=CC=C1)(=O)Cl (cinnamoyl chloride aziridine). Run in C(C)(=O)O (acetic acid). Conditions: time 10 hour. Product: C(C=CC1=CC=CC=C1)(=O)Cl (cinnamoyl chloride). Reaction SMILES: N1CC1.[C:4]([Cl:14])(=[O:13])[CH:5]=[CH:6][C:7]1[CH:12]=[CH:11][CH:10]=[CH:9][CH:8]=1>C(O)(=O)C>[C:4]([Cl:14])(=[O:13])[CH:5]=[CH:6][C:7]1[CH:8]=[CH:9][CH:10]=[CH:11][CH:12]=1 |f:0.1|. Procedure details: As further shown in FIG. 3, the cinnamoyl chloride aziridine intermediate was dissolved in aqueous acetic acid at 0° C., stirred at this temperature for 10 h and worked up as usual. Purification of the crude mixture by column chromatography and crystallization afforded the open chain cinnamoyl chloride intermediate. Reactants: O=C1CCC(=O)N1Br, O=C(OOC(=O)c1ccccc1)c1ccccc1, ClC(Cl)(Cl)Cl, Cc1ccc(-c2nnn(C)n2)cc1. Product: Cn1nnc(-c2ccc(CBr)cc2)n1. RXN SMILES: [Br:14][N:15]1[C:16](=[O:17])[CH2:18][CH2:19][C:20]1=[O:21].[C:22]([O:23][O:24][C:25](=[O:26])[c:27]1[cH:28][cH:29][cH:30][cH:31][cH:32]1)(=[O:33])[c:34]1[cH:35][cH:36][cH:37][cH:38][cH:39]1.[C:40]([Cl:41])([Cl:42])([Cl:43])[Cl:44].[CH3:1][n:2]1[n:3][c:4](-[c:7]2[cH:8][cH:9][c:10]([CH3:13])[cH:11][cH:12]2)[n:5][n:6]1>>[CH3:1][n:2]1[n:3][c:4](-[c:7]2[cH:8][cH:9][c:10]([CH2:13][Br:14])[cH:11][cH:12]2)[n:5][n:6]1. Reactants: O=Cc1ccc(F)c(Br)c1, O=C([O-])[O-], CC1CCC(=O)N1, [Cs+], [Cs+], C1COCCO1, CC1(C)c2cccc(P(c3ccccc3)c3ccccc3)c2Oc2c(P(c3ccccc3)c3ccccc3)cccc21. Product: CC1CCC(=O)N1c1cc(C=O)ccc1F. RXN SMILES: [Br:1][c:2]1[cH:3][c:4]([CH:5]=[O:6])[cH:7][cH:8][c:9]1[F:10].[C:53](=[O:54])([O-:55])[O-:56].[CH3:59][CH:60]1[CH2:61][CH2:62][C:63](=[O:65])[NH:64]1.[Cs+:57].[Cs+:58].[O:66]1[CH2:67][CH2:68][O:69][CH2:70][CH2:71]1.[c:11]1([P:12]([c:13]2[cH:14][cH:15][cH:16][cH:17][cH:18]2)[c:19]2[c:20]3[c:44]([cH:45][cH:46][cH:47]2)[C:41]([CH3:42])([CH3:43])[c:23]2[c:22]([c:27]([P:28]([c:29]4[cH:30][cH:31][cH:32][cH:33][cH:34]4)[c:35]4[cH:36][cH:37][cH:38][cH:39][cH:40]4)[cH:26][cH:25][cH:24]2)[O:21]3)[cH:48][cH:49][cH:50][cH:51][cH:52]1>>[c:2]1([N:64]2[CH:60]([CH3:59])[CH2:61][CH2:62][C:63]2=[O:65])[cH:3][c:4]([CH:5]=[O:6])[cH:7][cH:8][c:9]1[F:10]. Starting materials: [C+4], O=C(O)C=CC(=O)O, CO, CO, Cl, [H][H], [OH-], [OH-], [OH-], [OH-], [OH-], [OH-], [Pd+2], Cc1ccccc1C1CCN(CC2CCc3ncccc3C(O)C2)CC1. Yields the product Cc1ccccc1C1CCN(CC2CCc3cccnc3CC2)CC1. Reaction SMILES: [C+4:40].[C:4]([OH:5])(=[O:6])[CH:7]=[CH:8][C:9]([OH:10])=[O:11].[CH3:1][OH:2].[CH3:48][OH:49].[ClH:3].[H:38][H:39].[OH-:41].[OH-:43].[OH-:44].[OH-:45].[OH-:46].[OH-:47].[Pd+2:42].[c:12]1([CH3:37])[c:13]([CH:18]2[CH2:19][CH2:20][N:21]([CH2:24][CH:25]3[CH2:26][CH:27]([OH:36])[c:28]4[c:29]([n:30][cH:31][cH:32][cH:33]4)[CH2:34][CH2:35]3)[CH2:22][CH2:23]2)[cH:14][cH:15][cH:16][cH:17]1>>[c:12]1([CH3:37])[c:13]([CH:18]2[CH2:19][CH2:20][N:21]([CH2:24][CH:25]3[CH2:26][CH2:27][c:28]4[c:29]([n:30][cH:31][cH:32][cH:33]4)[CH2:34][CH2:35]3)[CH2:22][CH2:23]2)[cH:14][cH:15][cH:16][cH:17]1. The reactants are O (water), CC1(C(C2=C(C(=C(C=C2C1)O)Cl)Cl)=O)C1=CC=CC=C1 (2-methyl-2-phenyl-5-hydroxy-6,7-dichloro-1-indanone), C([O-])([O-])=O.[K+].[K+] (potassium carbonate), BrCC(=O)OC(C)(C)C (tert-butyl bromoacetate). Solvent: CN(C=O)C (dimethylformamide). Run at temperature 25 celsius, time 2 hour. The product is O=C1C(CC2=CC(=C(C(=C12)Cl)Cl)OCC(=O)OC(C)(C)C)(C1=CC=CC=C1)C (Tert-butyl (1-oxo-2-methyl-2-phenyl-6,7-dichloro-5-indanyloxy)acetate). As a reaction SMILES: [CH3:1][C:2]1([C:15]2[CH:20]=[CH:19][CH:18]=[CH:17][CH:16]=2)[CH2:10][C:9]2[C:4](=[C:5]([Cl:13])[C:6]([Cl:12])=[C:7]([OH:11])[CH:8]=2)[C:3]1=[O:14].C(=O)([O-])[O-].[K+].[K+].Br[CH2:28][C:29]([O:31][C:32]([CH3:35])([CH3:34])[CH3:33])=[O:30].O>CN(C)C=O>[O:14]=[C:3]1[C:4]2[C:9](=[CH:8][C:7]([O:11][CH2:28][C:29]([O:31][C:32]([CH3:35])([CH3:34])[CH3:33])=[O:30])=[C:6]([Cl:12])[C:5]=2[Cl:13])[CH2:10][C:2]1([CH3:1])[C:15]1[CH:20]=[CH:19][CH:18]=[CH:17][CH:16]=1 |f:1.2.3|. Procedure: A mixture of 2-methyl-2-phenyl-5-hydroxy-6,7-dichloro-1-indanone (9.2 g., 0.03 mole), potassium carbonate (8.29 g., 0.06 mole) and tert-butyl bromoacetate (6.44 g., 0.033 mole) in dimethylformamide (30 ml.) is stirred at 25° C. for two hours. The reaction mixture is poured into cold water (150 ml.) and the tert-butyl (1-oxo-2-methyl-2-phenyl-6,7-dichloro-5-indanyloxy)acetate which separates is filtered, rinsed with water and dried. The reactants are FC(C1=C(N)C=CC=C1)(F)F (o-trifluoromethylaniline), N1=CC=CC=C1 (pyridine), C1(=CC=CC=C1)S(=O)(=O)Cl (Benzenesulfonyl chloride). The reagents and catalysts are CN(C)C=1C=CN=CC1 (DMAP). Run in ClCCl (dichloromethane). Reaction conditions: time 72 hour. Yields the product FC(C1=C(C=CC=C1)NS(=O)(=O)C1=CC=CC=C1)(F)F (N-(2-Trifluoromethyl-phenyl)-benzenesulfonamide). As a reaction SMILES: [C:1]1([S:7](Cl)(=[O:9])=[O:8])[CH:6]=[CH:5][CH:4]=[CH:3][CH:2]=1.[F:11][C:12]([F:21])([F:20])[C:13]1[CH:19]=[CH:18][CH:17]=[CH:16][C:14]=1[NH2:15].N1C=CC=CC=1>ClCCl.CN(C1C=CN=CC=1)C>[F:11][C:12]([F:20])([F:21])[C:13]1[CH:19]=[CH:18][CH:17]=[CH:16][C:14]=1[NH:15][S:7]([C:1]1[CH:6]=[CH:5][CH:4]=[CH:3][CH:2]=1)(=[O:9])=[O:8]. Procedure: Benzenesulfonyl chloride (400 g, 2.26 moles) was dissolved in dichloromethane (2 L). To this was added o-trifluoromethylaniline (250 mL, 320 g, 1.99 mol), pyridine (222 mL), and DMAP (7.5 g). The resulting solution was stirred at room temperature for 3 days (72 h), then heated to reflux for 1 hour. The cooled solution was then concentrated on the rotary evaporator, with the bath temperature gradually raised to 70° C. The residue was taken up in ether (3 L) and 1N HCl (1.5 L). The ether layer was...